The task is: describe an organic reaction: reactants, conditions, products, and yield. This data is from the Open Reaction Database (ORD), a public repository of structured organic reaction records. The reactants are C(C)(C)(C)OC(=O)N1[C@H](C(CCC1)=O)C1=CC=CC=C1 ((2S)-1-tert-butoxycarbonyl-2-phenylpiperidin-3-one), [Cl-].[NH4+] (ammonium chloride), BrCC(=C)C1=CC=CC=C1 (3-bromo-2-phenylprop-1-ene), [Mg] (magnesium). Procedure details: A Grignard reagent was prepared from 3-bromo-2-phenylprop-1-ene (Description 93, 150 mg, 0.76 mmol) and magnesium metal (24 mg, 1 mmol) in THF (4 mL). The solution was cooled to -30° C. and a solution of (2S)-1-tert-butoxycarbonyl-2-phenylpiperidin-3-one (Description 1, 161 mg, 0.59 mmol) in THF (1 mL) was added. The mixture was stirred at ambient temperature for 16 h., then saturated aqueous ammonium chloride (10 mL) was added. The mixture was extracted with ethyl acetate (2×20 mL) and the comb... Isolated yield 22.4%. Reaction conditions: temperature -30 celsius, time 16 hour. Reaction SMILES: Br[CH2:2][C:3]([C:5]1[CH:10]=[CH:9][CH:8]=[CH:7][CH:6]=1)=[CH2:4].[Mg].[C:12]([O:16][C:17]([N:19]1[CH2:24][CH2:23][CH2:22][C:21](=[O:25])[C@@H:20]1[C:26]1[CH:31]=[CH:30][CH:29]=[CH:28][CH:27]=1)=[O:18])([CH3:15])([CH3:14])[CH3:13].[Cl-].[NH4+]>C1COCC1>[C:12]([O:16][C:17]([N:19]1[CH2:24][CH2:23][CH2:22][C@:21]([CH2:2][C:3]([C:5]2[CH:10]=[CH:9][CH:8]=[CH:7][CH:6]=2)=[CH2:4])([OH:25])[C@@H:20]1[C:26]1[CH:31]=[CH:30][CH:29]=[CH:28][CH:27]=1)=[O:18])([CH3:15])([CH3:13])[CH3:14] |f:3.4|. Product: Grignard reagent, C(C)(C)(C)OC(=O)N1[C@H]([C@](CCC1)(O)CC(=C)C1=CC=CC=C1)C1=CC=CC=C1 ((2S,3R)-1-tert-Butoxycarbonyl-2-phenyl-3-(2phenylprop-1-en-3-yl)piperidin-3-ol). The solvent is C1CCOC1 (THF), C1CCOC1 (THF). RXN SMILES: [CH3:1][C:2]([Cl:3])=[O:4].[NH2:5][c:6]1[cH:7][c:8]2[c:9]([OH:21])[c:10]([C:16](=[O:17])[O:18][CH2:19][CH3:20])[n:11][n:12][c:13]2[cH:14][cH:15]1.[cH:22]1[cH:23][cH:24][n:25][cH:26][cH:27]1>>[CH3:1][C:2](=[O:4])[NH:5][c:6]1[cH:7][c:8]2[c:9]([OH:21])[c:10]([C:16](=[O:17])[O:18][CH2:19][CH3:20])[n:11][n:12][c:13]2[cH:14][cH:15]1. Reactants: CC(=O)Cl, CCOC(=O)c1nnc2ccc(N)cc2c1O, c1ccncc1. Product: CCOC(=O)c1nnc2ccc(NC(C)=O)cc2c1O. As a reaction SMILES: [CH2:16]1[O:17][CH2:18][CH2:19][CH2:20]1.[OH:1][C:2]1([c:11]2[s:12][cH:13][cH:14][n:15]2)[CH:3]2[CH2:4][C:5](=[O:10])[CH:6]([CH2:7]1)[CH2:8][CH2:9]2>>[C:2]1([c:11]2[s:12][cH:13][cH:14][n:15]2)=[CH:7][CH:6]2[C:5](=[O:10])[CH2:4][CH:3]1[CH2:9][CH2:8]2. Yields the product O=C1CC2CCC1C=C2c1nccs1. The reactants are C1CCOC1, O=C1CC2CCC1CC2(O)c1nccs1.